From a dataset of the Open Reaction Database (ORD), a public repository of structured organic reaction records. describe an organic reaction: reactants, conditions, products, and yield Product: O1CCCC2=CC=CC=C12 (chroman). Procedure details: Mother liquors made as in part (a), (24 g) are taken up in 200 ml of glacial acetic acid and treated with 100 ml of 48% HBr. After refluxing for 3 hours under nitrogen the mixture is evaporated to an oil, basified (sodium hydroxide), extracted with chloroform, dried (potassium carbonate) and evaporated to 20 g of oil. This is chromatographed on 200 g of alumina (basic, activity I) in chloroform. Intermediate fractions (500 ml) give 12 g (57%) of single spot oily chroman. Starting materials: COC1=C(C=CC=C1)CCC(CC1NCCCC1)(O)C (α[2-(2-Methoxyphenyl)ethyl]-α-methyl-2-piperidine-ethanol), Br (HBr). RXN SMILES: CO[C:3]1[CH:8]=[CH:7][CH:6]=[CH:5][C:4]=1[CH2:9][CH2:10][C:11](C)([OH:19])CC1CCCCN1.Br>C(O)(=O)C>[O:19]1[C:3]2[C:4](=[CH:5][CH:6]=[CH:7][CH:8]=2)[CH2:9][CH2:10][CH2:11]1. The solvent is C(C)(=O)O (acetic acid). The reactants are O=C1C(CN(CC1)C(=O)OC(C)(C)C)C(CC1=CC=C(C=C1)C)=O (tert-butyl 4-oxo-3-(2-p-tolylacetyl)piperidine-1-carboxylate), CC=1N(C=CN1)C1=CC=C(C=C1)NC(=N)N (1-(4-(2-methyl-1H-imidazol-1-yl)phenyl)guanidine), pyrimidines. Yields the product CC=1N(C=CN1)C1=CC=C(C=C1)NC=1N=C(C2=C(N1)CCN(C2)C(=O)OC(C)(C)C)CC2=CC=C(C=C2)C (tert-Butyl 2-(4-(2-methyl-1H-imidazol-1-yl)phenyl amino)-4-(4-methylbenzyl)-7,8-dihydropyrido[4,3-d]pyrimidine-6(5H)-carboxylate). Yield: 44.0%. RXN SMILES: O=[C:2]1[CH2:7][CH2:6][N:5]([C:8]([O:10][C:11]([CH3:14])([CH3:13])[CH3:12])=[O:9])[CH2:4][CH:3]1[C:15](=O)[CH2:16][C:17]1[CH:22]=[CH:21][C:20]([CH3:23])=[CH:19][CH:18]=1.[CH3:25][C:26]1[N:27]([C:31]2[CH:36]=[CH:35][C:34]([NH:37][C:38]([NH2:40])=[NH:39])=[CH:33][CH:32]=2)[CH:28]=[CH:29][N:30]=1>>[CH3:25][C:26]1[N:27]([C:31]2[CH:32]=[CH:33][C:34]([NH:37][C:38]3[N:39]=[C:15]([CH2:16][C:17]4[CH:22]=[CH:21][C:20]([CH3:23])=[CH:19][CH:18]=4)[C:3]4[CH2:4][N:5]([C:8]([O:10][C:11]([CH3:14])([CH3:13])[CH3:12])=[O:9])[CH2:6][CH2:7][C:2]=4[N:40]=3)=[CH:35][CH:36]=2)[CH:28]=[CH:29][N:30]=1. Procedure: tert-Butyl 2-(4-(2-methyl-1H-imidazol-1-yl)phenyl amino)-4-(4-methylbenzyl)-7,8-dihydropyrido[4,3-d]pyrimidine-6(5H)-carboxylate (236 mg, 44%) was synthesised from tert-butyl 4-oxo-3-(2-p-tolylacetyl)piperidine-1-carboxylate and 1-(4-(2-methyl-1H-imidazol-1-yl)phenyl)guanidine (Example 41c) according to the general procedure for synthesis of pyrimidines. MS (ES+) m/z 511.1 (M+H)+ Starting materials: C(C)(C)(C)OC(=O)OC=CC1=CC=CC=C1 (t-butoxycarbonyloxystyrene), OC1=CC=C(C=O)C=C1 (p-hydroxybenzaldehyde), C(C)(C)(C)OC(=O)OC(=O)OC(C)(C)C (di-t-butyldicarbonate). Product: C(C)(C)(C)OC(=O)OC1=CC=C(C=O)C=C1 (p-t-butoxycarbonyloxybenzaldehyde). Reaction SMILES: [C:1]([O:5][C:6](OC=CC1C=CC=CC=1)=[O:7])([CH3:4])([CH3:3])[CH3:2].[OH:17][C:18]1[CH:25]=[CH:24][C:21]([CH:22]=[O:23])=[CH:20][CH:19]=1.C(OC(OC(OC(C)(C)C)=O)=O)(C)(C)C>>[C:1]([O:5][C:6]([O:17][C:18]1[CH:25]=[CH:24][C:21]([CH:22]=[O:23])=[CH:20][CH:19]=1)=[O:7])([CH3:4])([CH3:3])[CH3:2]. Reported procedure: U.S. Pat. No. 4,461,628 of Ito et al., issued Jan. 1, 1985 teaches the preparation of t-butoxycarbonyloxystyrene by reaction of p-hydroxybenzaldehyde with di-t-butyldicarbonate in the presence of base to yield p-t-butoxycarbonyloxybenzaldehyde, which is then reacted with methyltriphenylphosphonium bromide and potassium t-butoxide to yield the desired product. The reactants are C(C)C1=CC(=NC(=N1)S(=O)(=O)C)C(=O)O (6-ethyl-2-methanesulfonyl-pyrimidine-4-carboxylic acid), C(C)N (ethylamine). The solvent is C1CCOC1 (THF), O (water). Run at temperature 70 celsius, time 8 hour. The product is C(C)C1=CC(=NC(=N1)NCC)C(=O)O (6-ethyl-2-ethylamino-pyrimidine-4-carboxylic acid). As a reaction SMILES: [CH2:1]([C:3]1[N:8]=[C:7](S(C)(=O)=O)[N:6]=[C:5]([C:13]([OH:15])=[O:14])[CH:4]=1)[CH3:2].[CH2:16]([NH2:18])[CH3:17]>C1COCC1.O>[CH2:1]([C:3]1[N:8]=[C:7]([NH:18][CH2:16][CH3:17])[N:6]=[C:5]([C:13]([OH:15])=[O:14])[CH:4]=1)[CH3:2]. Reported procedure: To a solution of 6-ethyl-2-methanesulfonyl-pyrimidine-4-carboxylic acid (325 mg, 1.41 mmol) in THF (5 mL) is added 70% ethylamine in water (2.0 mL). The mixture is stirred at 70° C. overnight. It is then evaporated to dryness and purified by prep. TLC (DCM/7N NH3 in MeOH 4/1) to give 6-ethyl-2-ethylamino-pyrimidine-4-carboxylic acid as a yellow oil (200 mg); LC-MS: tR=0.58 min, [M+H]+=194.07. 1H NMR (CDCl3): δ 1.34 (m, 6H), 2.84 (d, J=7.5 Hz, 2H), 3.64 (m, 2H), 7.26 (s, 1H), 11.0 (s br, 1H). The reactants are C1(=CC=CC=C1)C1=C(C=2N(C=3N1N=NN3)N=CN2)CCO (5-phenyltetrazolo[1,5-a][1,2,4]triazolo[1,5-c]pyrimidine-6-ethanol), C12(CC3CC(CC(C1)C3)C2)C(=O)Cl (1-adamantanecarbonyl chloride). Solvent: C(Cl)Cl (methylene chloride), N1=CC=CC=C1 (pyridine). Run at time 1 hour. The product is C12(CC3CC(CC(C1)C3)C2)C(=O)OCCC=2C=3N(C=1N(C2C2=CC=CC=C2)N=NN1)N=CN3 (2-(5-phenyltetrazolo[1,5-a][1,2,4]triazolo[1,5-c]pyrimidin-6-yl)ethyl tricyclo[3.3.1.13,7 ]decane-1-carboxylate). Reaction SMILES: [C:1]1([C:7]2[N:12]3[N:13]=[N:14][N:15]=[C:11]3[N:10]3[N:16]=[CH:17][N:18]=[C:9]3[C:8]=2[CH2:19][CH2:20][OH:21])[CH:6]=[CH:5][CH:4]=[CH:3][CH:2]=1.[C:22]12([C:32](Cl)=[O:33])[CH2:31][CH:26]3[CH2:27][CH:28]([CH2:30][CH:24]([CH2:25]3)[CH2:23]1)[CH2:29]2>N1C=CC=CC=1.C(Cl)Cl>[C:22]12([C:32]([O:21][CH2:20][CH2:19][C:8]3[C:9]4[N:10]([N:16]=[CH:17][N:18]=4)[C:11]4[N:12]([N:13]=[N:14][N:15]=4)[C:7]=3[C:1]3[CH:2]=[CH:3][CH:4]=[CH:5][CH:6]=3)=[O:33])[CH2:29][CH:28]3[CH2:27][CH:26]([CH2:25][CH:24]([CH2:30]3)[CH2:23]1)[CH2:31]2. Reported procedure: To a solution containing 1.4 g of 5-phenyltetrazolo[1,5-a][1,2,4]triazolo[1,5-c]pyrimidine-6-ethanol (0.005 mole) dissolved in 12 ml of pyridine is added 1.0 g of 1-adamantanecarbonyl chloride (0.005 mole). The reaction mixture is stirred for one hour and then allowed to stand overnight at room temperature. The reaction mixture is evaporated to dryness yielding a residue. The residue is taken up in methylene chloride, extracted with water, dried over sodium sulfate and evaporated to dryness yiel... Reactants: C(C)OC1=C(C=C(C=C1C(C)C)[N+](=O)[O-])C(C1=C(C(=CC(=C1)[N+](=O)[O-])C(C)C)OCC)C1=C(C(=CC(=C1)[N+](=O)[O-])C(C)C)OCC (Tris(2-ethoxy-3-isopropyl-5-nitrophenyl)methane). The reagents and catalysts are [Ni] (nickel). Solvent: CCO.C1CCOC1 (EtOH THF). Run at time 2 day. Product: C(C=1C(=C(C=C(N)C1)C(C)C)OCC)(C=1C(=C(C=C(N)C1)C(C)C)OCC)C=1C(=C(C=C(N)C1)C(C)C)OCC (5,5′,5″-methanetriyltris(4-ethoxy-3-isopropylaniline)). As a reaction SMILES: [CH2:1]([O:3][C:4]1[C:9]([CH:10]([CH3:12])[CH3:11])=[CH:8][C:7]([N+:13]([O-])=O)=[CH:6][C:5]=1[CH:16]([C:32]1[CH:37]=[C:36]([N+:38]([O-])=O)[CH:35]=[C:34]([CH:41]([CH3:43])[CH3:42])[C:33]=1[O:44][CH2:45][CH3:46])[C:17]1[CH:22]=[C:21]([N+:23]([O-])=O)[CH:20]=[C:19]([CH:26]([CH3:28])[CH3:27])[C:18]=1[O:29][CH2:30][CH3:31])[CH3:2]>CCO.C1COCC1.[Ni]>[CH:16]([C:17]1[C:18]([O:29][CH2:30][CH3:31])=[C:19]([CH:26]([CH3:28])[CH3:27])[CH:20]=[C:21]([CH:22]=1)[NH2:23])([C:32]1[C:33]([O:44][CH2:45][CH3:46])=[C:34]([CH:41]([CH3:43])[CH3:42])[CH:35]=[C:36]([CH:37]=1)[NH2:38])[C:5]1[C:4]([O:3][CH2:1][CH3:2])=[C:9]([CH:10]([CH3:11])[CH3:12])[CH:8]=[C:7]([CH:6]=1)[NH2:13] |f:1.2|. Procedure details: In a three-neck round-bottom flask, a sample of 4 (3.63 g, 5.69 mmol) was dissolved in a solution of EtOH/THF (25/180 mL). Rainey nickel (˜100 mg) was added to the mixture, which was then degassed by the freeze-pump-thaw method and the flask was backfilled with anhydrous H2 gas. The reaction was stirred at room temperature under a constant H2 stream for two days and then filtered to remove the Rainey nickel The solvent was removed under reduced pressure. The residue was dissolved in diethyl ethe...